From a dataset of the Open Reaction Database (ORD), a public repository of structured organic reaction records. describe an organic reaction: reactants, conditions, products, and yield Reactants: CON, Cl, CC(=O)c1cnc2nnn(Cc3cc4cccnc4cc3F)c2n1. Yields the product CON=C(C)c1cnc2nnn(Cc3cc4cccnc4cc3F)c2n1. RXN SMILES: [CH3:26][O:27][NH2:28].[ClH:25].[F:1][c:2]1[c:3]([CH2:12][n:13]2[n:14][n:15][c:16]3[n:17][cH:18][c:19]([C:22]([CH3:23])=[O:24])[n:20][c:21]23)[cH:4][c:5]2[cH:6][cH:7][cH:8][n:9][c:10]2[cH:11]1>>[F:1][c:2]1[c:3]([CH2:12][n:13]2[n:14][n:15][c:16]3[n:17][cH:18][c:19]([C:22]([CH3:23])=[N:28][O:27][CH3:26])[n:20][c:21]23)[cH:4][c:5]2[cH:6][cH:7][cH:8][n:9][c:10]2[cH:11]1. Reactants: COC(=O)c1cccc2nc(-c3ccc(CBr)cc3)oc12, CN, CO. The product is CNCc1ccc(-c2nc3cccc(C(=O)OC)c3o2)cc1. As a reaction SMILES: [Br:1][CH2:2][c:3]1[cH:4][cH:5][c:6](-[c:9]2[o:10][c:11]3[c:12]([n:13]2)[cH:14][cH:15][cH:16][c:17]3[C:18](=[O:19])[O:20][CH3:21])[cH:7][cH:8]1.[CH3:22][NH2:23].[CH3:24][OH:25]>>[CH2:2]([c:3]1[cH:4][cH:5][c:6](-[c:9]2[o:10][c:11]3[c:12]([n:13]2)[cH:14][cH:15][cH:16][c:17]3[C:18](=[O:19])[O:20][CH3:21])[cH:7][cH:8]1)[NH:23][CH3:22].